From a dataset of the Open Reaction Database (ORD), a public repository of structured organic reaction records. describe an organic reaction: reactants, conditions, products, and yield Starting materials: C(#N)C(=CC1=CN(C2=CC=CC=C12)CC(=O)OCC)C(NC1=CC=CC=C1)=O (ethyl [3-(2-cyano-2-phenylcarbamoyl-vinyl)-indol-1-yl]-acetate), [OH-].[Na+] (NaOH). Run in O (water), C1CCOC1 (THF). Yields the product C(#N)\C(=C/C1=CN(C2=CC=CC=C12)CC(=O)O)\C(NC1=CC=CC=C1)=O ([3-((E)-2-Cyano-2-phenylcarbamoyl-vinyl)-indol-1-yl]-acetic acid). RXN SMILES: [C:1]([C:3]([C:20](=[O:28])[NH:21][C:22]1[CH:27]=[CH:26][CH:25]=[CH:24][CH:23]=1)=[CH:4][C:5]1[C:13]2[C:8](=[CH:9][CH:10]=[CH:11][CH:12]=2)[N:7]([CH2:14][C:15]([O:17]CC)=[O:16])[CH:6]=1)#[N:2].[OH-].[Na+]>C1COCC1.O>[C:1](/[C:3](/[C:20](=[O:28])[NH:21][C:22]1[CH:23]=[CH:24][CH:25]=[CH:26][CH:27]=1)=[CH:4]\[C:5]1[C:13]2[C:8](=[CH:9][CH:10]=[CH:11][CH:12]=2)[N:7]([CH2:14][C:15]([OH:17])=[O:16])[CH:6]=1)#[N:2] |f:1.2|. Reported procedure: A stirred solution of crude ethyl [3-(2-cyano-2-phenylcarbamoyl-vinyl)-indol-1-yl]-acetate (0.079 mmol) in THF (0.8 ml) is treated with 0.2N aqueous NaOH (0.4 ml, 0.08 mmol) at rt for 10 min. The yellow reaction mixture is diluted with water (2 ml) and washed twice with diethyl ether (2 ml). The aqueous phase is acidified to pH 1 by adding conc. HCl and extracted with dichloromethane. The solvent is evaporated and the residue is recrystallized from acetonitrile yielding pure title compound. The reactants are N[C@@H](CCSC)C(=O)O (methionine), Cl.COC([C@@H](NC(C1=C(C=C(C=C1)NC[C@H](CS)N)C1=CC=CC=C1)=O)CC(C)C)=O (4-[2(R)-amino-3-mercaptopropyl]amino-2-phenylbenzoyl-(S)-leucine methyl ester hydrochloride), [OH-].[Li+] (lithium hydroxide). The product is N[C@H](CNC1=CC(=C(C(=O)N[C@@H](CC(C)C)C(=O)O)C=C1)C1=CC=CC=C1)CS (4-[2(R)-amino-3-mercaptopropyl]amino-2-phenylbenzoyl-(S)-leucine). Reaction SMILES: N[C@H](C(O)=O)CCSC.Cl.C[O:12][C:13](=[O:40])[C@H:14]([CH2:36][CH:37]([CH3:39])[CH3:38])[NH:15][C:16](=[O:35])[C:17]1[CH:22]=[CH:21][C:20]([NH:23][CH2:24][C@@H:25]([NH2:28])[CH2:26][SH:27])=[CH:19][C:18]=1[C:29]1[CH:34]=[CH:33][CH:32]=[CH:31][CH:30]=1.[OH-].[Li+]>>[NH2:28][C@@H:25]([CH2:26][SH:27])[CH2:24][NH:23][C:20]1[CH:21]=[CH:22][C:17]([C:16]([NH:15][C@H:14]([C:13]([OH:40])=[O:12])[CH2:36][CH:37]([CH3:39])[CH3:38])=[O:35])=[C:18]([C:29]2[CH:30]=[CH:31][CH:32]=[CH:33][CH:34]=2)[CH:19]=1 |f:1.2,3.4|. Procedure: This compound was prepared with the same method as for the preparation of the methionine derivative (see Example 26, section D), using 4-[2(R)-amino-3-mercaptopropyl]amino-2-phenylbenzoyl-(S)-leucine methyl ester hydrochloride and lithium hydroxide. 1H NMR (CD3OD) δ 7.42 (d, 8.5 Hz, 1H), 7.29-7.38 (m, 5H), 6.73 (d, 8.5 Hz, 1H), 6.66 (s, 1H), 4.32 (dd, 3.3 and 5.9 Hz, 1H), 3.41-3.57 (m, 3H), 2.94 (dd, 4.3 and 14.5 Hz, 1H), 2.78 (5.2 and 14.5 Hz, 1H), 1.45 (t, 6.7 Hz, 2H), 1.17-1.26 (m, 1H), 0.78-... The reactants are Cc1cccc(C)c1Oc1ccc2c(c1)C(=O)N(CC(=O)O)C2=O, CO, O, O=S(=O)(O)O. The product is COC(=O)CN1C(=O)c2ccc(Oc3c(C)cccc3C)cc2C1=O. As a reaction SMILES: [CH3:1][c:2]1[c:3]([O:4][c:5]2[cH:6][c:7]3[c:11]([cH:12][cH:13]2)[C:10](=[O:14])[N:9]([CH2:15][C:16](=[O:17])[OH:18])[C:8]3=[O:19])[c:20]([CH3:24])[cH:21][cH:22][cH:23]1.[CH3:30][OH:31].[OH2:32].[S:25](=[O:26])(=[O:27])([OH:28])[OH:29]>>[CH3:1][c:2]1[c:3]([O:4][c:5]2[cH:6][c:7]3[c:11]([cH:12][cH:13]2)[C:10](=[O:14])[N:9]([CH2:15][C:16]([O:17][CH3:30])=[O:18])[C:8]3=[O:19])[c:20]([CH3:24])[cH:21][cH:22][cH:23]1. The reactants are CCNc1ncc(F)c(Nc2nn(C(=O)OCC)c3c2CNC3(C)C)n1, CCN(C(C)C)C(C)C, O=C(OC(Cl)(Cl)Cl)OC(Cl)(Cl)Cl, ClCCl, Cl, C1COCCO1. Product: CCNc1ncc(F)c(Nc2nn(C(=O)OCC)c3c2CN(C(=O)Cl)C3(C)C)n1. Reaction SMILES: [CH2:2]([CH3:3])[NH:4][c:5]1[n:6][cH:7][c:8]([F:27])[c:9]([NH:11][c:12]2[c:13]3[c:14]([n:15]([C:17](=[O:18])[O:19][CH2:20][CH3:21])[n:16]2)[C:22]([CH3:25])([CH3:26])[NH:23][CH2:24]3)[n:10]1.[CH:28]([N:29]([CH2:30][CH3:31])[CH:32]([CH3:33])[CH3:34])([CH3:35])[CH3:36].[Cl:37][C:38]([Cl:39])([O:40][C:41](=[O:42])[O:43][C:44]([Cl:45])([Cl:46])[Cl:47])[Cl:48].[Cl:55][CH2:56][Cl:57].[ClH:1].[O:49]1[CH2:50][CH2:51][O:52][CH2:53][CH2:54]1>>[CH2:2]([CH3:3])[NH:4][c:5]1[n:6][cH:7][c:8]([F:27])[c:9]([NH:11][c:12]2[c:13]3[c:14]([n:15]([C:17](=[O:18])[O:19][CH2:20][CH3:21])[n:16]2)[C:22]([CH3:25])([CH3:26])[N:23]([C:38]([Cl:37])=[O:40])[CH2:24]3)[n:10]1.